This data is from the Open Reaction Database (ORD), a public repository of structured organic reaction records. The task is: describe an organic reaction: reactants, conditions, products, and yield Starting materials: Cl.Cl.NC=1C=CC2=C(N=C(S2)C)C1 (5-Amino-2-methylbenzothiazole dihydrochloride), ClC(=O)OC1=CC=C(C=C1)[N+](=O)[O-] (p-nitrophenyl chloroformate). Run in [OH-].[Na+] (NaOH). Reaction conditions: time 8 hour. Product: Cl.CC=1SC2=C(N1)C=C(C=C2)NC(OC2=CC=C(C=C2)[N+](=O)[O-])=O (4-nitrophenyl 2-methylbenzo[d]thiazol-5-ylcarbamate hydrochloride). RXN SMILES: Cl.Cl.[NH2:3][C:4]1[CH:5]=[CH:6][C:7]2[S:11][C:10]([CH3:12])=[N:9][C:8]=2[CH:13]=1.[Cl:14][C:15]([O:17][C:18]1[CH:23]=[CH:22][C:21]([N+:24]([O-:26])=[O:25])=[CH:20][CH:19]=1)=[O:16]>[OH-].[Na+]>[ClH:14].[CH3:12][C:10]1[S:11][C:7]2[CH:6]=[CH:5][C:4]([NH:3][C:15](=[O:16])[O:17][C:18]3[CH:19]=[CH:20][C:21]([N+:24]([O-:26])=[O:25])=[CH:22][CH:23]=3)=[CH:13][C:8]=2[N:9]=1 |f:0.1.2,4.5,6.7|. Procedure details: 5-Amino-2-methylbenzothiazole dihydrochloride (530 mg, 2.23 mmol) was dissolved in 1 N NaOH (10 mL) and was extracted with EtOAc (3×20 mL). The combined extracts were dried over Na2SO4, filtered, and concentrated under reduced pressure. The material was dissolved in CH2Cl2 (10 mL), p-nitrophenyl chloroformate (586 mg, 2.91 mmol) was added, and the reaction mixture was stirred at rt overnight. The resulting solid was collected by filtration, was washed with CH2Cl2, and was dried under vacuum. Thi...